Dataset: the Open Reaction Database (ORD), a public repository of structured organic reaction records. Task: describe an organic reaction: reactants, conditions, products, and yield Procedure: In a solution of 0.20 g of 4-[5-(3,5-dichlorophenyl)-5-trifluoromethyl-4,5-dihydroisoxazol-3-yl]-2-methyl-N-(1-pyrazolyl)benzoic acid amide in 3 mL of tetrahydrofuran, 0.027 g of 60% oily sodium hydride was added and stirred at room temperature for 10 minutes. After ceasing the generation of hydrogen gas, 0.049 g of acetyl chloride was added under cooling with ice and with stirring, and continued to stir at the same temperature further for 10 minutes. After the completion of the reaction, the re... Run in O1CCCC1 (tetrahydrofuran), ice water. Conditions: time 10 minute. Product: C(C)(=O)N(C(C1=C(C=C(C=C1)C1=NOC(C1)(C(F)(F)F)C1=CC(=CC(=C1)Cl)Cl)C)=O)N1N=CC=C1 (N-acetyl-4-[5-(3,5-dichlorophenyl)-5-trifluoromethyl-4,5-dihydroisoxazole-3-yl]-2-methyl-N-(1-pyrazolyl)benzoic acid amide). Reactants: ClC=1C=C(C=C(C1)Cl)C1(CC(=NO1)C1=CC(=C(C(=O)NN2N=CC=C2)C=C1)C)C(F)(F)F (4-[5-(3,5-dichlorophenyl)-5-trifluoromethyl-4,5-dihydroisoxazol-3-yl]-2-methyl-N-(1-pyrazolyl)benzoic acid amide), [H-].[Na+] (sodium hydride), C(C)(=O)Cl (acetyl chloride), [H][H] (hydrogen). As a reaction SMILES: [Cl:1][C:2]1[CH:3]=[C:4]([C:9]2([C:29]([F:32])([F:31])[F:30])[O:13][N:12]=[C:11]([C:14]3[CH:27]=[CH:26][C:17]([C:18]([NH:20][N:21]4[CH:25]=[CH:24][CH:23]=[N:22]4)=[O:19])=[C:16]([CH3:28])[CH:15]=3)[CH2:10]2)[CH:5]=[C:6]([Cl:8])[CH:7]=1.[H-].[Na+].[H][H].[C:37](Cl)(=[O:39])[CH3:38]>O1CCCC1>[C:37]([N:20]([N:21]1[CH:25]=[CH:24][CH:23]=[N:22]1)[C:18](=[O:19])[C:17]1[CH:26]=[CH:27][C:14]([C:11]2[CH2:10][C:9]([C:4]3[CH:3]=[C:2]([Cl:1])[CH:7]=[C:6]([Cl:8])[CH:5]=3)([C:29]([F:30])([F:32])[F:31])[O:13][N:12]=2)=[CH:15][C:16]=1[CH3:28])(=[O:39])[CH3:38] |f:1.2|. Yield: 26.7%.